Dataset: the Open Reaction Database (ORD), a public repository of structured organic reaction records. Task: describe an organic reaction: reactants, conditions, products, and yield Reactants: CCO, COc1ccc(F)cc1C#N, NO. Product: COc1ccc(F)cc1C(N)=NO. RXN SMILES: [CH3:14][CH2:15][OH:16].[F:3][c:4]1[cH:5][cH:6][c:7]([O:12][CH3:13])[c:8]([C:9]#[N:10])[cH:11]1.[NH2:1][OH:2]>>[N:1]([OH:2])=[C:9]([c:8]1[c:7]([O:12][CH3:13])[cH:6][cH:5][c:4]([F:3])[cH:11]1)[NH2:10]. Reactants: C(C)C1=CC=C(C=C1)C1CC(CN(C1)C(=O)N1CCOCC1)C(=O)O (5-(4-Ethylphenyl)-1-(morpholin-4-ylcarbonyl)piperidine-3-carboxylic acid), OC1(CC(=CC=C1)C(F)(F)F)C(N)=N (1-hydroxy-3-(trifluoromethyl)benzenecarboximidamide). Product: C(C)C1=CC=C(C=C1)C1CN(CC(C1)C1=NC(=NO1)C1=CC(=CC=C1)C(F)(F)F)C(=O)N1CCOCC1 (4-{[3-(4-Ethylphenyl)-5-{3-[3-(trifluoromethyl)phenyl]-1,2,4-oxadiazol-5-yl}piperidin-1-yl]carbonyl}morpholine). Reaction SMILES: [CH2:1]([C:3]1[CH:8]=[CH:7][C:6]([CH:9]2[CH2:14][N:13]([C:15]([N:17]3[CH2:22][CH2:21][O:20][CH2:19][CH2:18]3)=[O:16])[CH2:12][CH:11]([C:23]([OH:25])=O)[CH2:10]2)=[CH:5][CH:4]=1)[CH3:2].O[C:27]1([C:37](=[NH:39])[NH2:38])[CH:32]=[CH:31][CH:30]=[C:29]([C:33]([F:36])([F:35])[F:34])[CH2:28]1>>[CH2:1]([C:3]1[CH:4]=[CH:5][C:6]([CH:9]2[CH2:10][CH:11]([C:23]3[O:25][N:39]=[C:37]([C:27]4[CH:32]=[CH:31][CH:30]=[C:29]([C:33]([F:34])([F:35])[F:36])[CH:28]=4)[N:38]=3)[CH2:12][N:13]([C:15]([N:17]3[CH2:18][CH2:19][O:20][CH2:21][CH2:22]3)=[O:16])[CH2:14]2)=[CH:7][CH:8]=1)[CH3:2]. Procedure details: 69 mg (0.20 mmol) of 5-(4-ethylphenyl)-1-(morpholin-4-ylcarbonyl)piperidine-3-carboxylic acid (Example 38A) and 45 mg (0.22 mmol, 1.1 eq.) of 1-hydroxy-3-(trifluoromethyl)benzenecarboximidamide were reacted according to the General Method 1. Yield: 60 mg (59% of theory)